Dataset: the Open Reaction Database (ORD), a public repository of structured organic reaction records. Task: describe an organic reaction: reactants, conditions, products, and yield The reactants are C(C)(=O)O (acetic acid), [N+](=O)([O-])C=1C=C(C(=O)O)C=C(C1)[N+](=O)[O-] (3,5-dinitrobenzoic acid), C1=C/C(=C\NCCN/C=C\2/C=CC=CC2=O)/C(=O)C=C1 (Salen), solution, O.O.O.O.C(C)(=O)[O-].[Co+2].C(C)(=O)[O-] (cobalt (II) acetate tetrahydrate), Co-(II) salen. Solvent: C1(=CC=CC=C1)C (toluene), C(Cl)Cl (CH2Cl2). Product: [Co+3].C1=C/C(=C\NCCN/C=C\2/C=CC=CC2=O)/C(=O)C=C1 (Cobalt-(III) Salen). RXN SMILES: [CH:1]1[CH:20]=[CH:19][C:17](=[O:18])/[C:3](=[CH:4]/[NH:5][CH2:6][CH2:7][NH:8]/[CH:9]=[C:10]2/[CH:11]=[CH:12][CH:13]=[CH:14][C:15]/2=[O:16])/[CH:2]=1.O.O.O.O.C([O-])(=O)C.[Co+2:29].C([O-])(=O)C.C(O)(=O)C.[N+](C1C=C(C=C([N+]([O-])=O)C=1)C(O)=O)([O-])=O>C(Cl)Cl.C1(C)C=CC=CC=1>[Co+3:29].[CH:12]1[CH:13]=[CH:14][C:15](=[O:16])/[C:10](=[CH:9]/[NH:8][CH2:7][CH2:6][NH:5]/[CH:4]=[C:3]2/[CH:2]=[CH:1][CH:20]=[CH:19][C:17]/2=[O:18])/[CH:11]=1 |f:1.2.3.4.5.6.7,12.13|. Procedure: To a stirred solution of ‘salen’ ligand (7e) (43 mg, 0.045 mmol, 1 equiv.) in 5 mL CH2Cl2, a methanolic (2 mL) solution of cobalt (II) acetate tetrahydrate (11.4 mg, 45 μmol, 1.0 equiv.), was added via cannula, under Ar. The Co(II)-salen complex precipitated out as a red solid. After filtration, the Co(II) complex was taken up in CH2Cl2 or toluene (2 mL) and stirred with acetic acid (>10 equiv.) or 3,5-dinitrobenzoic acid (1 equiv.) open to the air. The oxidation was followed by TLC, formation o... Starting materials: O=C([O-])[O-], CCOC(C)=O, COc1cc(N2CCN(C(=O)CCl)CC2)ccc1Cl, O=C1COc2cc(Cl)ccc2N1, [Cs+], [Cs+], CN(C)C=O. Yields the product COc1cc(N2CCN(C(=O)CN3C(=O)COc4cc(Cl)ccc43)CC2)ccc1Cl. As a reaction SMILES: [C:32](=[O:33])([O-:34])[O-:35].[CH3:43][CH2:44][O:45][C:46]([CH3:47])=[O:48].[Cl:1][CH2:2][C:3](=[O:4])[N:5]1[CH2:6][CH2:7][N:8]([c:11]2[cH:12][c:13]([O:18][CH3:19])[c:14]([Cl:17])[cH:15][cH:16]2)[CH2:9][CH2:10]1.[Cl:20][c:21]1[cH:22][c:23]2[c:24]([cH:30][cH:31]1)[NH:25][C:26](=[O:29])[CH2:27][O:28]2.[Cs+:36].[Cs+:37].[O:38]=[CH:39][N:40]([CH3:41])[CH3:42]>>[CH2:2]([C:3](=[O:4])[N:5]1[CH2:6][CH2:7][N:8]([c:11]2[cH:12][c:13]([O:18][CH3:19])[c:14]([Cl:17])[cH:15][cH:16]2)[CH2:9][CH2:10]1)[N:25]1[c:24]2[c:23]([cH:22][c:21]([Cl:20])[cH:31][cH:30]2)[O:28][CH2:27][C:26]1=[O:29]. Reactants: C1(=CC=CC=C1)C#C (phenylacetylene), COC(COC1=C(C=C(C=C1)OCC#CC1=CC(=CC(=C1)C#CCN1CCOCC1)Br)C)=O ((4-{3-[3-bromo-5-(3-morpholin-4-yl-prop-1-ynyl)-phenyl]-prop-2-ynyloxy}-2-methyl-phenoxy)-acetic acid methyl ester). The reagents and catalysts are Cl[Pd]([P](C1=CC=CC=C1)(C2=CC=CC=C2)C3=CC=CC=C3)([P](C4=CC=CC=C4)(C5=CC=CC=C5)C6=CC=CC=C6)Cl (Pd(PPh3)2Cl2), [Cu]I (CuI). Solvent: CN(C)C=O (DMF), C(C)N(CC)CC (triethylamine). Reaction conditions: temperature 60 celsius. Yields the product COC(COC1=C(C=C(C=C1)OCC#CC1=CC(=CC(=C1)C#CC1=CC=CC=C1)C#CCN1CCOCC1)C)=O ((2-methyl-4-{3-[3-(3-morpholin-4-yl-prop-1-ynyl)-5-phenylethynylphenyl]-prop-2-ynyloxy}-phenoxy)-acetic acid methyl ester). RXN SMILES: [C:1]1([C:7]#[CH:8])[CH:6]=[CH:5][CH:4]=[CH:3][CH:2]=1.[CH3:9][O:10][C:11](=[O:41])[CH2:12][O:13][C:14]1[CH:19]=[CH:18][C:17]([O:20][CH2:21][C:22]#[C:23][C:24]2[CH:29]=[C:28]([C:30]#[C:31][CH2:32][N:33]3[CH2:38][CH2:37][O:36][CH2:35][CH2:34]3)[CH:27]=[C:26](Br)[CH:25]=2)=[CH:16][C:15]=1[CH3:40]>CN(C=O)C.C(N(CC)CC)C.Cl[Pd](Cl)([P](C1C=CC=CC=1)(C1C=CC=CC=1)C1C=CC=CC=1)[P](C1C=CC=CC=1)(C1C=CC=CC=1)C1C=CC=CC=1.[Cu]I>[CH3:9][O:10][C:11](=[O:41])[CH2:12][O:13][C:14]1[CH:19]=[CH:18][C:17]([O:20][CH2:21][C:22]#[C:23][C:24]2[CH:25]=[C:26]([C:8]#[C:7][C:1]3[CH:6]=[CH:5][CH:4]=[CH:3][CH:2]=3)[CH:27]=[C:28]([C:30]#[C:31][CH2:32][N:33]3[CH2:38][CH2:37][O:36][CH2:35][CH2:34]3)[CH:29]=2)=[CH:16][C:15]=1[CH3:40] |^1:56,75|. Procedure: A mixture of phenylacetylene (169 mg, 1.66 mmol), (4-{3-[3-bromo-5-(3-morpholin-4-yl-prop-1-ynyl)-phenyl]-prop-2-ynyloxy}-2-methyl-phenoxy)-acetic acid methyl ester (100 mg, 0.195 mmol, example 6), Pd(PPh3)2Cl2 (22 mg, 0.02 mmol), CuI (10 mg, 0.055 mmol) in dry DMF (2 ml) and triethylamine (2 ml) was heated in a microwave own for 1 hour at 60° C. in a sealed tube. The reaction mixture was filtered through Decalite and the filtrate was evaporated. The residue was purified on column chromatography... Reactants: CN1CC2=C(C(C1)O)C=CO2 (6-methyl-4,5,6,7-tetrahydrofuro[2,3-c]pyridin-4-ol), BrC1=C(C=C(C=C1)F)Cl (4-bromo-3-chloro-1-fluorobenzene). Product: Cl.BrC1=C(C=C(C=C1)OC1C2=C(CN(C1)C)OC=C2)Cl (4-(4-Bromo-3-chlorophenyloxy)-6-methyl-4,5,6,7-tetrahydrofuro[2,3-c]pyridine hydrochloride). As a reaction SMILES: [CH3:1][N:2]1[CH2:7][CH:6]([OH:8])[C:5]2[CH:9]=[CH:10][O:11][C:4]=2[CH2:3]1.[Br:12][C:13]1[CH:18]=[CH:17][C:16](F)=[CH:15][C:14]=1[Cl:20]>>[ClH:20].[Br:12][C:13]1[CH:18]=[CH:17][C:16]([O:8][CH:6]2[CH2:7][N:2]([CH3:1])[CH2:3][C:4]3[O:11][CH:10]=[CH:9][C:5]2=3)=[CH:15][C:14]=1[Cl:20] |f:2.3|. Reported procedure: The same method as in Example 3 was conducted using 6-methyl-4,5,6,7-tetrahydrofuro[2,3-c]pyridin-4-ol (Reference Example 1) instead of 6-methyl-4,5,6,7-tetrahydrothieno[2,3-c]pyridin-4-ol (Reference Example 6) and was conducted using 4-bromo-3-chloro-1-fluorobenzene instead of 1,3-difluorobenzene to give the objective compound. The reactants are C1CCOC1, CCOC(C)=O, Cc1ccc(-c2cn(CC3COC(C)(C)O3)nn2)cc1C(=O)c1ccc(Nc2ccc(F)cc2)cc1Cl, Cl, [Na+], O=C([O-])O, O. Yields the product Cc1ccc(-c2cn(CC(O)CO)nn2)cc1C(=O)c1ccc(Nc2ccc(F)cc2)cc1Cl. RXN SMILES: [CH2:51]1[O:52][CH2:53][CH2:54][CH2:55]1.[CH3:39][CH2:40][O:41][C:42]([CH3:43])=[O:44].[Cl:1][c:2]1[c:3]([C:16](=[O:17])[c:18]2[c:19]([CH3:37])[cH:20][cH:21][c:22](-[c:24]3[n:25][n:26][n:27]([CH2:29][CH:30]4[O:31][C:32]([CH3:35])([CH3:36])[O:33][CH2:34]4)[cH:28]3)[cH:23]2)[cH:4][cH:5][c:6]([NH:8][c:9]2[cH:10][cH:11][c:12]([F:15])[cH:13][cH:14]2)[cH:7]1.[ClH:38].[Na+:50].[O-:46][C:47]([OH:48])=[O:49].[OH2:45]>>[Cl:1][c:2]1[c:3]([C:16](=[O:17])[c:18]2[c:19]([CH3:37])[cH:20][cH:21][c:22](-[c:24]3[n:25][n:26][n:27]([CH2:29][CH:30]([OH:31])[CH2:34][OH:33])[cH:28]3)[cH:23]2)[cH:4][cH:5][c:6]([NH:8][c:9]2[cH:10][cH:11][c:12]([F:15])[cH:13][cH:14]2)[cH:7]1. Reactants: CCC(Oc1ccc2c(-c3ccc(C)cc3)noc2c1Cl)C(=O)[O-], CCO, Cl, [Na+], [OH-], O. Yields the product Cc1ccc(-c2noc3c(Cl)c(OCC(=O)O)ccc23)cc1. RXN SMILES: [CH2:1]([CH3:2])[CH:3]([C:4](=[O:5])[O-:6])[O:7][c:8]1[c:9]([Cl:24])[c:10]2[c:11]([c:12](-[c:15]3[cH:16][cH:17][c:18]([CH3:21])[cH:19][cH:20]3)[n:13][o:14]2)[cH:22][cH:23]1.[CH2:28]([OH:29])[CH3:30].[ClH:27].[Na+:26].[OH-:25].[OH2:31]>>[CH2:3]([C:4](=[O:5])[OH:6])[O:7][c:8]1[c:9]([Cl:24])[c:10]2[c:11]([c:12](-[c:15]3[cH:16][cH:17][c:18]([CH3:21])[cH:19][cH:20]3)[n:13][o:14]2)[cH:22][cH:23]1.